Dataset: the Open Reaction Database (ORD), a public repository of structured organic reaction records. Task: describe an organic reaction: reactants, conditions, products, and yield The reactants are Cl[Si](C)(C)C (chlorotrimethylsilane), C(C1=CC=CC=C1)OC(=O)N[C@@H](C(C(=O)O)CC1=CC=CC=C1)C(=O)O (Nα -benzyloxycarbonyl-β-benzyl-L-aspartic acid), Cl (hydrochloric acid), CN1CCOCC1 (N-methylmorpholine), CN1CCOCC1 (N-methylmorpholine), ClC(=O)OCC(C)C (isobutyl chloroformate), N[C@H](C)C(=O)O (D-Alanine), [SiH3]OC([C@H](N)C)=O (D-alanine silyl ester). Run in CN(C=O)C (dimethylformamide), O1CCCC1 (tetrahydrofuran), C(Cl)(Cl)Cl (Chloroform), CN(C=O)C (dimethylformamide). Yields the product C(C1=CC=CC=C1)OC(=O)N[C@@H](C(C(O)=O)CC1=CC=CC=C1)C(=O)N[C@H](C)C(=O)O (Nα -benzyloxycarbonyl-β-benzyl-L-aspartyl-D-alanine). Isolated yield 78.2%. As a reaction SMILES: [NH2:1][C@@H:2]([C:4]([OH:6])=[O:5])[CH3:3].Cl[Si](C)(C)C.[CH2:12]([O:19][C:20]([NH:22][C@H:23]([C:35](O)=[O:36])[CH:24]([CH2:28][C:29]1[CH:34]=[CH:33][CH:32]=[CH:31][CH:30]=1)[C:25]([OH:27])=[O:26])=[O:21])[C:13]1[CH:18]=[CH:17][CH:16]=[CH:15][CH:14]=1.CN1CCOCC1.ClC(OCC(C)C)=O.[SiH3]OC(=O)[C@@H](C)N.Cl>CN(C)C=O.O1CCCC1.C(Cl)(Cl)Cl>[CH2:12]([O:19][C:20]([NH:22][C@H:23]([C:35]([NH:1][C@@H:2]([C:4]([OH:6])=[O:5])[CH3:3])=[O:36])[CH:24]([CH2:28][C:29]1[CH:34]=[CH:33][CH:32]=[CH:31][CH:30]=1)[C:25](=[O:26])[OH:27])=[O:21])[C:13]1[CH:14]=[CH:15][CH:16]=[CH:17][CH:18]=1. Procedure: D-Alanine (20 g, 0.225 mole) was dissolved in dimethylformamide (400 ml), treated with chlorotrimethylsilane (26.8 g, 0.250 mole) and the mixture stirred at room temperature until a homogeneous solution was obtained (approx. 45 minutes). Meanwhile, Nα -benzyloxycarbonyl-β-benzyl-L-aspartic acid (72 g, 0.200 mole) was dissolved in a 1:1 mixture of dimethylformamide and tetrahydrofuran (880 ml), cooled to a -15° C. and treated with N-methylmorpholine (22.4 ml, 0.200 mole) and isobutyl chloroformat... Reagents/catalysts: [Pd] (Pd/C). Conditions: time 12 hour. Reaction SMILES: [CH:1]1([O:5][C:6]([N:8]2[CH2:13][CH2:12][N:11](C(OCC3C=CC=CC=3)=O)[CH2:10][CH2:9]2)=[O:7])[CH2:4][CH2:3][CH2:2]1>C(OCC)(=O)C.[Pd]>[CH:1]1([O:5][C:6]([N:8]2[CH2:13][CH2:12][NH:11][CH2:10][CH2:9]2)=[O:7])[CH2:4][CH2:3][CH2:2]1. Run in C(C)(=O)OCC (ethyl acetate). Yields the product C1(CCC1)OC(=O)N1CCNCC1 (Piperazine-1-carboxylic acid cyclobutyl ester). Procedure details: A suspension of 5.90 g Piperazine-1,4-dicarboxylic acid benzyl ester cyclobutyl ester and 0.25 g Pd/C (10%) in 50 ml ethyl acetate was stirred under an atmosphere of hydrogen (3 bar) for 12 h. The mixture was filtrated over a plug of Celite, washed with ethyl acetate and the combined wash solutions concentrated to give the title compound as colourless oil. Yield: 3.3 g. Starting materials: C1(CCC1)OC(=O)N1CCN(CC1)C(=O)OCC1=CC=CC=C1 (Piperazine-1,4-dicarboxylic acid benzyl ester cyclobutyl ester). Procedure: A stirred solution of 2-bromo-6-ethyl-8-fluoro-5-[(4-methoxyphenyl)sulfonyl]-5,6-dihydrophenanthridine (Example 44, Step c, 0.25 g, 0.52 mmol) and phenylboronic acid (0.06 g, 0.52 mmol) in tetrahydrofuran (5 mL) was treated under nitrogen with [1,1′-bis(diphenylphosphino)ferrocene]dichloropalladium (II) complex with dichloromethane (0.01 g, 0.02 mmol) and a 5 N aqueous sodium hydroxide solution (0.2 mL, 1 mmol). The reaction mixture was heated at reflux for twelve hours, cooled to room temperatu... Starting materials: [OH-].[Na+] (sodium hydroxide), BrC1=CC=2C3=CC=C(C=C3C(N(C2C=C1)S(=O)(=O)C1=CC=C(C=C1)OC)CC)F (2-bromo-6-ethyl-8-fluoro-5-[(4-methoxyphenyl)sulfonyl]-5,6-dihydrophenanthridine), C1(=CC=CC=C1)B(O)O (phenylboronic acid), ClCCl (dichloromethane). As a reaction SMILES: Br[C:2]1[CH:15]=[CH:14][C:13]2[N:12]([S:16]([C:19]3[CH:24]=[CH:23][C:22]([O:25][CH3:26])=[CH:21][CH:20]=3)(=[O:18])=[O:17])[CH:11]([CH2:27][CH3:28])[C:10]3[C:5](=[CH:6][CH:7]=[C:8]([F:29])[CH:9]=3)[C:4]=2[CH:3]=1.[C:30]1(B(O)O)[CH:35]=[CH:34][CH:33]=[CH:32][CH:31]=1.ClCCl.[OH-].[Na+]>O1CCCC1.C1C=CC(P(C2C=CC=CC=2)[C-]2C=CC=C2)=CC=1.C1C=CC(P(C2C=CC=CC=2)[C-]2C=CC=C2)=CC=1.Cl[Pd]Cl.[Fe+2]>[CH2:27]([CH:11]1[C:10]2[C:5](=[CH:6][CH:7]=[C:8]([F:29])[CH:9]=2)[C:4]2[CH:3]=[C:2]([C:30]3[CH:35]=[CH:34][CH:33]=[CH:32][CH:31]=3)[CH:15]=[CH:14][C:13]=2[N:12]1[S:16]([C:19]1[CH:24]=[CH:23][C:22]([O:25][CH3:26])=[CH:21][CH:20]=1)(=[O:17])=[O:18])[CH3:28] |f:3.4,6.7.8.9|. Run in O1CCCC1 (tetrahydrofuran). Reagents/catalysts: C1=CC=C(C=C1)P([C-]2C=CC=C2)C3=CC=CC=C3.C1=CC=C(C=C1)P([C-]2C=CC=C2)C3=CC=CC=C3.Cl[Pd]Cl.[Fe+2] ([1,1′-bis(diphenylphosphino)ferrocene]dichloropalladium). Yields the product C(C)C1N(C=2C=CC(=CC2C2=CC=C(C=C12)F)C1=CC=CC=C1)S(=O)(=O)C1=CC=C(C=C1)OC (6-Ethyl-8-fluoro-5-[(4-methoxyphenyl)sulfonyl]-2-phenyl-5,6-dihydrophenanthridine). The yield is 52.8%. The reactants are Clc1ccnc(Cl)n1, [Na+], [Na+], O=C([O-])[O-], C1CCOC1, O, OB(O)c1cccnc1. Yields the product Clc1nccc(-c2cccnc2)n1. RXN SMILES: [Cl:1][c:2]1[n:3][cH:4][cH:5][c:6]([Cl:8])[n:7]1.[Na+:18].[Na+:19].[O-:20][C:21](=[O:22])[O-:23].[O:24]1[CH2:25][CH2:26][CH2:27][CH2:28]1.[OH2:29].[n:9]1[cH:10][c:11]([B:15]([OH:16])[OH:17])[cH:12][cH:13][cH:14]1>>[Cl:1][c:2]1[n:3][cH:4][cH:5][c:6](-[c:11]2[cH:10][n:9][cH:14][cH:13][cH:12]2)[n:7]1. Starting materials: [C-]#N.[Na+] (sodium cyanide), C([O-])(O)=O.[K+] (potassium bicarbonate), CC=1C=C2C=CC=NC2=CC1 (6-methyl-quinoline), BrN1C(CCC1=O)=O (N-bromosuccinimide), C(C1=CC=CC=C1)(=O)OOC(C1=CC=CC=C1)=O (benzoyl peroxide). Run in CN(C=O)C (N,N-dimethylformamide), C(Cl)(Cl)(Cl)Cl (carbon tetrachloride). Reaction conditions: time 2 hour. The product is N1=CC=CC2=CC(=CC=C12)CC#N (Quinolin-6-yl-acetonitrile). Isolated yield 18.6%. RXN SMILES: [CH3:1][C:2]1[CH:3]=[C:4]2[C:9](=[CH:10][CH:11]=1)[N:8]=[CH:7][CH:6]=[CH:5]2.Br[N:13]1C(=O)CC[C:14]1=O.C(OOC(=O)C1C=CC=CC=1)(=O)C1C=CC=CC=1.[C-]#N.[Na+].C(=O)(O)[O-].[K+]>C(Cl)(Cl)(Cl)Cl.CN(C)C=O>[N:8]1[C:9]2[C:4](=[CH:3][C:2]([CH2:1][C:14]#[N:13])=[CH:11][CH:10]=2)[CH:5]=[CH:6][CH:7]=1 |f:3.4,5.6|. Procedure details: A solution of 6-methyl-quinoline (3.00 g, 20.6 mmol), N-bromosuccinimide (3.96 g, 22.0 mmol), and benzoyl peroxide (0.51 g, 2.10 mmol) in carbon tetrachloride (100 mL) is stirred at reflux for 2 h. The reaction is cooled to room temperature then washed with saturated aqueous sodium bisulfite (50 mL). The organic phase is passed through 30 g SiO2 (2×) eluting with dichloromethane then diethyl ether. N,N-Dimethylformamide (83 mL) is added to the combined organic fractions and solvent removed under... Reactants: C(C)(C)(C)C1=NN(C(=C1)NC(NC1=CC=C(C2=CC=CC=C12)OC1=CC(=NC=C1)NC(=O)N1CCOCC1)=O)C1=CC(=C(C=C1)O[Si](C(C)C)(C(C)C)C(C)C)Cl (N-(4-(4-(3-(3-tert-butyl-1-(3-chloro-4-(triisopropylsilyloxy)phenyl)-1H-pyrazol-5-yl)ureido)naphthalen-1-yloxy)pyridin-2-yl)morpholine-4-carboxamide), CCCC[N+](CCCC)(CCCC)CCCC.[F-] (TBAF). Run in CO (MeOH), C1CCOC1 (THF). Reaction conditions: time 16 hour. Product: C(C)(C)(C)C1=NN(C(=C1)NC(NC1=CC=C(C2=CC=CC=C12)OC1=CC(=NC=C1)NC(=O)N1CCOCC1)=O)C1=CC(=C(C=C1)O)Cl (N-(4-((4-(3-(3-(tert-Butyl)-1-(3-chloro-4-hydroxyphenyl)-1H-pyrazol-5-yl)ureido)naphthalen-1-yl)oxy)pyridin-2-yl)morpholine-4-carboxamide). Reaction SMILES: [C:1]([C:5]1[CH:9]=[C:8]([NH:10][C:11](=[O:39])[NH:12][C:13]2[C:22]3[C:17](=[CH:18][CH:19]=[CH:20][CH:21]=3)[C:16]([O:23][C:24]3[CH:29]=[CH:28][N:27]=[C:26]([NH:30][C:31]([N:33]4[CH2:38][CH2:37][O:36][CH2:35][CH2:34]4)=[O:32])[CH:25]=3)=[CH:15][CH:14]=2)[N:7]([C:40]2[CH:45]=[CH:44][C:43]([O:46][Si](C(C)C)(C(C)C)C(C)C)=[C:42]([Cl:57])[CH:41]=2)[N:6]=1)([CH3:4])([CH3:3])[CH3:2].CCCC[N+](CCCC)(CCCC)CCCC.[F-]>C1COCC1.CO>[C:1]([C:5]1[CH:9]=[C:8]([NH:10][C:11](=[O:39])[NH:12][C:13]2[C:22]3[C:17](=[CH:18][CH:19]=[CH:20][CH:21]=3)[C:16]([O:23][C:24]3[CH:29]=[CH:28][N:27]=[C:26]([NH:30][C:31]([N:33]4[CH2:38][CH2:37][O:36][CH2:35][CH2:34]4)=[O:32])[CH:25]=3)=[CH:15][CH:14]=2)[N:7]([C:40]2[CH:45]=[CH:44][C:43]([OH:46])=[C:42]([Cl:57])[CH:41]=2)[N:6]=1)([CH3:4])([CH3:2])[CH3:3] |f:1.2|. Procedure: To a solution of N-(4-(4-(3-(3-tert-butyl-1-(3-chloro-4-(triisopropylsilyloxy)phenyl)-1H-pyrazol-5-yl)ureido)naphthalen-1-yloxy)pyridin-2-yl)morpholine-4-carboxamide (70 mg, 0.078 mmol) in dry THF (2.0 mL) was added TBAF (1.0 M in THF, 116 μL, 0.116 mmol) and the reaction mixture kept at RT for 16 hr. The reaction mixture was diluted with MeOH (1.0 mL) and after 5 min was evaporated in vacuo. The residue was purified by flash column chromatography (SiO2, 4 g, EtOAc in isohexane, 0-100%, gradient...